Dataset: the Open Reaction Database (ORD), a public repository of structured organic reaction records. Task: describe an organic reaction: reactants, conditions, products, and yield Reactants: NC=1N(C(C2(N1)CCCC=1SC(=CC12)Br)=O)C (2′-amino-2-bromo-1′-methyl-6,7-dihydro-5H-spiro[benzo[b]thiophene-4,4′-imidazol]-5′(1′H)-one), C(#N)C=1C=C(C=CC1)B(O)O (3-cyanophenyl boronic acid), C(=O)([O-])[O-].[Cs+].[Cs+] (Cs2CO3). The reagents and catalysts are C1=CC=C(C=C1)P([C-]2C=CC=C2)C3=CC=CC=C3.C1=CC=C(C=C1)P([C-]2C=CC=C2)C3=CC=CC=C3.Cl[Pd]Cl.[Fe+2] (Pd(dppf)Cl2). Solvent: CN(C)C=O (DMF). Conditions: temperature 90 celsius. Yields the product NC=1N(C(C2(N1)CCCC=1SC(=CC12)C=1C=C(C#N)C=CC1)=O)C (3-(2′-amino-1′-methyl-5′-oxo-1′,5′,6,7-tetrahydro-5H-spiro[benzo[b]thiophene-4,4′-imidazole]-2-yl)benzonitrile). Isolated yield 10.4%. RXN SMILES: [NH2:1][C:2]1[N:3]([CH3:17])[C:4](=[O:16])[C:5]2([C:14]3[CH:13]=[C:12](Br)[S:11][C:10]=3[CH2:9][CH2:8][CH2:7]2)[N:6]=1.[C:18]([C:20]1[CH:21]=[C:22](B(O)O)[CH:23]=[CH:24][CH:25]=1)#[N:19].C([O-])([O-])=O.[Cs+].[Cs+]>CN(C=O)C.C1C=CC(P(C2C=CC=CC=2)[C-]2C=CC=C2)=CC=1.C1C=CC(P(C2C=CC=CC=2)[C-]2C=CC=C2)=CC=1.Cl[Pd]Cl.[Fe+2]>[NH2:1][C:2]1[N:3]([CH3:17])[C:4](=[O:16])[C:5]2([C:14]3[CH:13]=[C:12]([C:24]4[CH:25]=[C:20]([CH:21]=[CH:22][CH:23]=4)[C:18]#[N:19])[S:11][C:10]=3[CH2:9][CH2:8][CH2:7]2)[N:6]=1 |f:2.3.4,6.7.8.9|. Procedure: 2′-amino-2-bromo-1′-methyl-6,7-dihydro-5H-spiro[benzo[b]thiophene-4,4′-imidazol]-5′(1′H)-one (0.127 g, 0.4 mmol), 3-cyanophenyl boronic acid (59 mg, 0.4 mmol) and Pd(dppf)Cl2 (33 mg, 0.04 mmol), were suspended in DMF (1.5 mL). Cs2CO3 (0.35 mL, 3.7 M aq. solution, 1.29 mmol) was added and the solution was degassed under a stream of nitrogen for 10 min. The mixture was heated at 90° C. for 2 hr. The reaction was cooled and solvent was removed in vacuo. The crude residue was purified using preparat... The reactants are CCCCOC(=O)Cl, c1ccc(N2CCCC2)nc1, c1ccncc1, CC(C)Cc1cc(-c2ccc(Cn3ccnc3)cc2)c(S(N)(=O)=O)s1. Yields the product CCCCOC(=O)NS(=O)(=O)c1sc(CC(C)C)cc1-c1ccc(Cn2ccnc2)cc1. As a reaction SMILES: [Cl:37][C:38](=[O:39])[O:40][CH2:41][CH2:42][CH2:43][CH3:44].[N:26]1([c:27]2[cH:28][cH:29][cH:30][cH:31][n:32]2)[CH2:33][CH2:34][CH2:35][CH2:36]1.[cH:45]1[cH:46][cH:47][n:48][cH:49][cH:50]1.[n:1]1([CH2:6][c:7]2[cH:8][cH:9][c:10](-[c:13]3[c:14]([S:22](=[O:23])(=[O:24])[NH2:25])[s:15][c:16]([CH2:18][CH:19]([CH3:20])[CH3:21])[cH:17]3)[cH:11][cH:12]2)[cH:2][n:3][cH:4][cH:5]1>>[n:1]1([CH2:6][c:7]2[cH:8][cH:9][c:10](-[c:13]3[c:14]([S:22](=[O:23])(=[O:24])[NH:25][C:38](=[O:39])[O:40][CH2:41][CH2:42][CH2:43][CH3:44])[s:15][c:16]([CH2:18][CH:19]([CH3:20])[CH3:21])[cH:17]3)[cH:11][cH:12]2)[cH:2][n:3][cH:4][cH:5]1. The yield is 73.2%. Reported procedure: In accordance with Example 10, except that the (R)-tert-butyl (1-(4-amino-6-bromo-5-(quinolin-3-yl)-7H-pyrrolo[2,3-d]pyrimidin-7-yl)penta-4-en-2-yl)carbamate (690 mg) obtained in Reference Example 9 was used in place of the (S)-tert-butyl (1-(4-amino-6-bromo-5-(quinolin-3-yl)-7H-pyrrolo[2,3-d]pyrimidin-7-yl)but-3-en-2-yl)carbamate obtained in Example 10, the title compound (429 mg) (yield: 73%) was obtained as a yellow solid. The product is NC1=NC=NC2=C1C(=C1N2C[C@@H](CCC1)NC(OC(C)(C)C)=O)C=1C=NC2=CC=CC=C2C1 ((R)-tert-Butyl (4-amino-5-(quinolin-3-yl)-7,8,9,10-tetrahydro-6H-pyrimido[5′,4′:4,5]pyrrolo[1,2-a]azepin-9-yl)carbamate). Reaction SMILES: [NH2:1][C:2]1[C:3]2[C:10]([C:11]3[CH:12]=[N:13][C:14]4[C:19]([CH:20]=3)=[CH:18][CH:17]=[CH:16][CH:15]=4)=[C:9](Br)[N:8]([CH2:22][C@H:23]([NH:27][C:28](=[O:34])[O:29][C:30]([CH3:33])([CH3:32])[CH3:31])[CH2:24][CH:25]=[CH2:26])[C:4]=2[N:5]=[CH:6][N:7]=1.NC1C2C(C3C=NC4C(C=3)=CC=CC=4)=C3N(C=2N=CN=1)C[C@@H](NC(=O)OC(C)(C)C)CC3>>[NH2:1][C:2]1[C:3]2[C:10]([C:11]3[CH:12]=[N:13][C:14]4[C:19]([CH:20]=3)=[CH:18][CH:17]=[CH:16][CH:15]=4)=[C:9]3[CH2:26][CH2:25][CH2:24][C@@H:23]([NH:27][C:28](=[O:34])[O:29][C:30]([CH3:33])([CH3:32])[CH3:31])[CH2:22][N:8]3[C:4]=2[N:5]=[CH:6][N:7]=1. Reactants: NC=1C2=C(N=CN1)N(C(=C2C=2C=NC1=CC=CC=C1C2)Br)C[C@@H](CC=C)NC(OC(C)(C)C)=O ((R)-tert-butyl (1-(4-amino-6-bromo-5-(quinolin-3-yl)-7H-pyrrolo[2,3-d]pyrimidin-7-yl)penta-4-en-2-yl)carbamate), NC1=NC=NC2=C1C(=C1CC[C@@H](CN21)NC(OC(C)(C)C)=O)C=2C=NC1=CC=CC=C1C2 ((S)-tert-Butyl (4-amino-5-(quinolin-3-yl)-6,7,8,9-tetrahydropyrimido[5,4-b]indolizin-8-yl)carbamate). Starting materials: BrB(Br)Br, COc1cccc(-c2noc3ncccc23)c1, ClCCCl. Product: Oc1cccc(-c2noc3ncccc23)c1. Reaction SMILES: [B:18]([Br:19])([Br:20])[Br:21].[CH3:1][O:2][c:3]1[cH:4][c:5](-[c:9]2[n:10][o:11][c:12]3[n:13][cH:14][cH:15][cH:16][c:17]23)[cH:6][cH:7][cH:8]1.[Cl:22][CH2:23][CH2:24][Cl:25]>>[OH:2][c:3]1[cH:4][c:5](-[c:9]2[n:10][o:11][c:12]3[n:13][cH:14][cH:15][cH:16][c:17]23)[cH:6][cH:7][cH:8]1. Starting materials: Cl.C(C)N=C=NCCCN(C)C (N1-((ethylimino)methylene)-N3,N3-dimethylpropane-1,3-diamine hydrochloride), O=C1N(CCC1(C1=CC=CC=C1)C1=CC=CC=C1)CC(=O)O (2-(2-oxo-3,3-diphenylpyrrolidin-1-yl)acetic acid), O1C(=NC=C1)CN (oxazol-2-ylmethanamine). The solvent is ClCCl (dichloromethane). Reaction conditions: time 8 hour. Yields the product O1C(=NC=C1)CNC(CN1C(C(CC1)(C1=CC=CC=C1)C1=CC=CC=C1)=O)=O (N-(1,3-oxazol-2-ylmethyl)-2-(2-oxo-3,3-diphenylpyrrolidin-1-yl)acetamide). As a reaction SMILES: Cl.C(N=C=NCCCN(C)C)C.[O:13]=[C:14]1[C:18]([C:25]2[CH:30]=[CH:29][CH:28]=[CH:27][CH:26]=2)([C:19]2[CH:24]=[CH:23][CH:22]=[CH:21][CH:20]=2)[CH2:17][CH2:16][N:15]1[CH2:31][C:32]([OH:34])=O.[O:35]1[CH:39]=[CH:38][N:37]=[C:36]1[CH2:40][NH2:41]>ClCCl>[O:35]1[CH:39]=[CH:38][N:37]=[C:36]1[CH2:40][NH:41][C:32](=[O:34])[CH2:31][N:15]1[CH2:16][CH2:17][C:18]([C:25]2[CH:30]=[CH:29][CH:28]=[CH:27][CH:26]=2)([C:19]2[CH:24]=[CH:23][CH:22]=[CH:21][CH:20]=2)[C:14]1=[O:13] |f:0.1|. Procedure details: A solution of N1-((ethylimino)methylene)-N3,N3-dimethylpropane-1,3-diamine hydrochloride (0.049 g, 0.254 mmol), 2-(2-oxo-3,3-diphenylpyrrolidin-1-yl)acetic acid (0.050 g, 0.169 mmol; Example 1C) and oxazol-2-ylmethanamine (0.018 g, 0.186 mmol) were stirred together in dichloromethane (0.5 mL) at room temperature. After stirring overnight, the reaction was loaded directly onto a SF15-12 (Analogix®) column and the product eluted using a gradient of 5% to 100% ethyl acetate/hexanes over 20 minutes ...